Task: describe an organic reaction: reactants, conditions, products, and yield. Dataset: the Open Reaction Database (ORD), a public repository of structured organic reaction records Starting materials: OC1CCN(CC1)C1=CC=C(C(=O)OCC)C=C1 (Ethyl 4-(4-hydroxypiperidin-1-yl)benzoate), C1CCC(CC1)N=C=NC2CCCCC2 (DCC), CS(=O)C (DMSO), N1=CC=CC=C1 (Pyridine), C(=O)(C(F)(F)F)O (TFA). The solvent is C1=CC=CC=C1 (benzene), CCOC(=O)C (EtOAc). Run at temperature 23 celsius. Yields the product C(=O)(NC1CCCCC1)NC1CCCCC1 (dicyclohexylurea). Reaction SMILES: [OH:1]C1CCN(C2C=CC(C(OCC)=O)=CC=2)CC1.[CH2:19]1[CH2:24][CH2:23][CH:22]([N:25]=[C:26]=[N:27][CH:28]2[CH2:33][CH2:32][CH2:31][CH2:30][CH2:29]2)[CH2:21][CH2:20]1.CS(C)=O.N1C=CC=CC=1.C(O)(C(F)(F)F)=O>C1C=CC=CC=1.CCOC(C)=O>[C:26]([NH:25][CH:22]1[CH2:21][CH2:20][CH2:19][CH2:24][CH2:23]1)([NH:27][CH:28]1[CH2:33][CH2:32][CH2:31][CH2:30][CH2:29]1)=[O:1]. Procedure details: In a 200 mL round-bottomed flask, ethyl 4-(4-hydroxypiperidin-1-yl)benzoate 390A (0.878 g, 3.52 mmol), DCC (2.202 g, 10.67 mmol), and DMSO (5.0 mL, 70.5 mmol) were taken up in benzene (9.52 mL) to give a colorless solution. The mixture was then cooled in an ice/brine bath. Pyridine (0.26 mL, 3.21 mmol) and TFA (0.12 mL, 1.558 mmol) were added sequentially and in a drop-wise manner, while maintaining the reaction mixture at <5° C. Once the additions were complete, the reaction was allowed to stir... RXN SMILES: CC([N:5]([C:9]([CH3:32])([CH3:31])[C:10]([NH:12][C:13]1[CH:14]=[N:15][C:16]([O:19][C:20]2[C:25]3[C:26]([CH3:30])([CH3:29])[CH2:27][O:28][C:24]=3[CH:23]=[CH:22][CH:21]=2)=[CH:17][CH:18]=1)=[O:11])C(=O)[O-])(C)C.C(O)(C(F)(F)F)=O>ClCCl>[CH3:29][C:26]1([CH3:30])[C:25]2[C:20]([O:19][C:16]3[N:15]=[CH:14][C:13]([NH:12][C:10](=[O:11])[C:9]([CH3:32])([CH3:31])[NH2:5])=[CH:18][CH:17]=3)=[CH:21][CH:22]=[CH:23][C:24]=2[O:28][CH2:27]1. The solvent is ClCCl (dichloromethane). Reactants: CC(C)(C)N(C([O-])=O)C(C(=O)NC=1C=NC(=CC1)OC1=CC=CC2=C1C(CO2)(C)C)(C)C (1,1-dimethylethyl[2-({6-[(3,3-dimethyl-2,3-dihydro-1-benzofuran-4-yl)oxy]-3-pyridinyl}amino)-1,1-dimethyl-2-oxoethyl]carbamate), CC(C)(C)N(C([O-])=O)C(C(=O)NC=1C=NC(=CC1)OC1=CC=CC2=C1C(CO2)(C)C)(C)C (1,1-dimethylethyl[2-({6-[(3,3-dimethyl-2,3-dihydro-1-benzofuran-4-yl)oxy]-3-pyridinyl}amino)-1,1-dimethyl-2-oxoethyl]carbamate), C(=O)(C(F)(F)F)O (TFA). Yield: 99.7%. Reported procedure: To a solution of 1,1-dimethylethyl[2-({6-[(3,3-dimethyl-2,3-dihydro-1-benzofuran-4-yl)oxy]-3-pyridinyl}amino)-1,1-dimethyl-2-oxoethyl]carbamate (Intermediate 74, 11 mg) in dry dichloromethane (2 ml), TFA (0.077 ml, 0.997 mmol) was slowly added at 0° C. and the reaction mixture was stirred for 2 hours at room temperature. The solvent and the excess of TFA were evaporated and the residue was purified with an SCX cartridge. The cartridge was washed with 3 CV of methanol and then the compound was ad... Reaction conditions: time 2 hour. The product is CC1(COC2=C1C(=CC=C2)OC2=CC=C(C=N2)NC(C(N)(C)C)=O)C (N1-{6-[(3,3-dimethyl-2,3-dihydro-1-benzofuran-4-yl)oxy]-3-pyridinyl}-2-methylalaninamide). The reactants are C1CCOC1, O=C(O)c1ccccc1OC(F)(F)F. Product: OCc1ccccc1OC(F)(F)F. RXN SMILES: [CH2:15]1[O:16][CH2:17][CH2:18][CH2:19]1.[F:1][C:2]([O:3][c:4]1[c:5]([C:6](=[O:7])[OH:8])[cH:9][cH:10][cH:11][cH:12]1)([F:13])[F:14]>>[F:1][C:2]([O:3][c:4]1[c:5]([CH2:6][OH:7])[cH:9][cH:10][cH:11][cH:12]1)([F:13])[F:14]. Starting materials: CC(N)c1ccc(Br)cc1, ClCCl, O=C(OC(Cl)(Cl)Cl)OC(Cl)(Cl)Cl, [Na+], O=C([O-])O. The product is CC(N=C=O)c1ccc(Br)cc1. Reaction SMILES: [Br:1][c:2]1[cH:3][cH:4][c:5]([CH:8]([CH3:9])[NH2:10])[cH:6][cH:7]1.[CH2:28]([Cl:29])[Cl:30].[Cl:16][C:17]([Cl:18])([O:19][C:20](=[O:21])[O:22][C:23]([Cl:24])([Cl:25])[Cl:26])[Cl:27].[Na+:15].[O-:11][C:12]([OH:13])=[O:14]>>[Br:1][c:2]1[cH:3][cH:4][c:5]([CH:8]([CH3:9])[N:10]=[C:12]=[O:11])[cH:6][cH:7]1. Reaction SMILES: [C:1]12(N)[CH2:10][CH:5]3[CH2:6][CH:7]([CH2:9][CH:3]([CH2:4]3)[CH2:2]1)[CH2:8]2.[CH3:12][CH:13]1[S:17](=[O:19])(=[O:18])[O:16][CH2:15][CH2:14]1.C(#[N:22])C>>[CH:1]12[CH2:10][CH:5]3[CH2:6][CH:7]([CH2:9][CH:3]([CH2:4]3)[CH:2]1[NH:22][CH2:15][CH2:14][CH:13]([S:17]([OH:16])(=[O:19])=[O:18])[CH3:12])[CH2:8]2. The product is C12C(C3CC(CC(C1)C3)C2)NCCC(C)S(=O)(=O)O (4-(2-adamantyl)amino-2-butanesulfonic acid). The reactants are C12(CC3CC(CC(C1)C3)C2)N (1-adamantanamine), CC1CCOS1(=O)=O (2,4-butane sultone), C(C)#N (acetonitrile). Procedure: To a solution of 1-adamantanamine (1.99 g, 13.1 mmol) in acetonitrile (15 mL) was added 2,4-butane sultone (1.87 g, 13.8 mmol). The solution was stirred at reflux for 2 hours. The reaction was cooled to room temperature. The solid was collected by filtration, washed with acetonitrile (2×25 mL) and dried in vacuo. 1H NMR (DMSO, 500 MHz) δ ppm 3.20 (m, 1H), 3.05 (m, 2H), 2.67 (m, 1H), 2.07 (m, 2H), 2.00 (m, 1H), 1.95 (m, 4H), 1.82 (m, 4H), 1.69 (m, 4H), 1.55 (m, 4H), 1.12 (d, 1H, J=8.0 Hz). 13C (D...